Dataset: the Open Reaction Database (ORD), a public repository of structured organic reaction records. Task: describe an organic reaction: reactants, conditions, products, and yield The reactants are C(C)(=O)C1=C(C(=C(CSC2=NN=C(S2)SCC2=CC=C(C(=O)OCC)C=C2)C=C1)CCC)O (ethyl p-[(5-[(4-acetyl-3-hydroxy-2-propylbenzyl )thio]-1,3,4-thiadiazol-2-yl)thiomethyl]benzoate), CO (methanol), O1CCCC1 (tetrahydrofuran), [OH-].[Na+] (sodium hydroxide). The solvent is O (water). Reaction conditions: temperature 70 celsius, time 1 hour. Product: C(C)(=O)C1=C(C(=C(CSC2=NN=C(S2)SCC2=CC=C(C(=O)O)C=C2)C=C1)CCC)O (p-[[5-[(4-acetyl-3-hydroxy-2-propylbenzyl)thio]-1,3,4-thiadiazol-2-yl]thiomethyl]benzoic acid). The yield is 27.9%. Reaction SMILES: [C:1]([C:4]1[CH:29]=[CH:28][C:7]([CH2:8][S:9][C:10]2[S:14][C:13]([S:15][CH2:16][C:17]3[CH:27]=[CH:26][C:20]([C:21]([O:23]CC)=[O:22])=[CH:19][CH:18]=3)=[N:12][N:11]=2)=[C:6]([CH2:30][CH2:31][CH3:32])[C:5]=1[OH:33])(=[O:3])[CH3:2].CO.O1CCCC1.[OH-].[Na+]>O>[C:1]([C:4]1[CH:29]=[CH:28][C:7]([CH2:8][S:9][C:10]2[S:14][C:13]([S:15][CH2:16][C:17]3[CH:27]=[CH:26][C:20]([C:21]([OH:23])=[O:22])=[CH:19][CH:18]=3)=[N:12][N:11]=2)=[C:6]([CH2:30][CH2:31][CH3:32])[C:5]=1[OH:33])(=[O:3])[CH3:2] |f:3.4|. Procedure details: A mixture of 380 mg of ethyl p-[(5-[(4-acetyl-3-hydroxy-2-propylbenzyl )thio]-1,3,4-thiadiazol-2-yl)thiomethyl]benzoate, 2 ml of methanol, 2 ml of tetrahydrofuran and 2 ml of a 1N aqueous sodium hydroxide solution was stirred at 60 °to 70° C. for 1 hour. After cooling, 20 ml of water was added to the reaction mixture. The system was washed with ethyl acetate, made acidic with dil. hydrochloric acid and then, extracted with ethyl acetate. The extract was washed with water, dried over anhydrous ma... The reactants are C(CC=C)OC1=CC=C(C(=O)O)C=C1 (4-(3-butenyloxy)benzoic acid), S(=O)(Cl)Cl (thionyl chloride), OC1=C(C=C(/C=C/C(=O)OC)C=C1)OC (methyl (E)-4-hydroxy-3-methoxycinnamate), C(Cl)Cl (methylene chloride). The reagents and catalysts are CN(C=O)C (dimethylformamide). Solvent: C(C)N(CC)CC (triethylamine). Conditions: time 2.5 hour. Yields the product C(CC=C)OC1=CC=C(C(=O)OC2=C(C=C(C=C2)\C=C\C(=O)OC)OC)C=C1 (2-methoxy-4-[(E)2-methoxycarbonyl-vinyl]phenyl 4-(3-butenyloxy)benzoate). Isolated yield 76.6%. Reaction SMILES: [CH2:1]([O:5][C:6]1[CH:14]=[CH:13][C:9]([C:10]([OH:12])=[O:11])=[CH:8][CH:7]=1)[CH2:2][CH:3]=[CH2:4].S(Cl)(Cl)=O.O[C:20]1[CH:31]=[CH:30][C:23](/[CH:24]=[CH:25]/[C:26]([O:28][CH3:29])=[O:27])=[CH:22][C:21]=1[O:32][CH3:33].C(Cl)Cl>CN(C)C=O.C(N(CC)CC)C>[CH2:1]([O:5][C:6]1[CH:14]=[CH:13][C:9]([C:10]([O:12][C:20]2[CH:31]=[CH:30][C:23](/[CH:24]=[CH:25]/[C:26]([O:28][CH3:29])=[O:27])=[CH:22][C:21]=2[O:32][CH3:33])=[O:11])=[CH:8][CH:7]=1)[CH2:2][CH:3]=[CH2:4]. Procedure details: A mixture of 4.85 g of 4-(3-butenyloxy)benzoic acid and 6 ml of thionyl chloride was treated with 3 drops of dimethylformamide and heated to reflux for 3 hrs. The excess acid chloride was thereupon distilled off firstly at normal pressure and then with increasing vacuum, the residue was held under a high vacuum for 2.5 hrs. and subsequently dissolved in 20 ml of methylene chloride. This solution was added dropwise while cooling with ice to obtain a mixture of 5 g of methyl (E)-4-hydroxy-3-methox... The reactants are Cc1c(C)n(Cc2ccccc2)c2c(N3CCc4ccccc4C3)cncc12, CC(=O)O, [Ce+4], O=[N+]([O-])[O-], O=[N+]([O-])[O-], O=[N+]([O-])[O-], O=[N+]([O-])[O-], O=[N+]([O-])[O-], [NH4+], O. Yields the product Cc1c(CO)c2cncc(N3CCc4ccccc4C3)c2n1Cc1ccccc1. Reaction SMILES: [CH2:23]([c:24]1[cH:25][cH:26][cH:27][cH:28][cH:29]1)[n:30]1[c:31]([CH3:50])[c:32]([CH3:49])[c:33]2[cH:34][n:35][cH:36][c:37]([N:39]3[CH2:40][c:41]4[cH:42][cH:43][cH:44][cH:45][c:46]4[CH2:47][CH2:48]3)[c:38]12.[CH3:52][C:53](=[O:54])[OH:55].[Ce+4:5].[N+:11]([O-:12])([O-:13])=[O:14].[N+:15]([O-:16])([O-:17])=[O:18].[N+:19]([O-:20])([O-:21])=[O:22].[N+:1]([O-:2])([O-:3])=[O:4].[N+:7]([O-:8])([O-:9])=[O:10].[NH4+:6].[OH2:51]>>[CH2:23]([c:24]1[cH:25][cH:26][cH:27][cH:28][cH:29]1)[n:30]1[c:31]([CH3:50])[c:32]([CH2:49][OH:51])[c:33]2[cH:34][n:35][cH:36][c:37]([N:39]3[CH2:40][c:41]4[cH:42][cH:43][cH:44][cH:45][c:46]4[CH2:47][CH2:48]3)[c:38]12. The solvent is C(C)(C)O (isopropyl alcohol), O (water). Reported procedure: A solution of intermediate D40 (27 g, 5.636 mmol) and KOH (2.433 g, 43.357 mmol) in isopropyl alcohol (13.5 ml) and water (27 ml) was heated at 180° C. under microwave irradiation for 60 min. After cooling to r.t., the mixture was washed with water and NaCl (aqueous saturated solution). The organic phase was dried (Na2SO4) and the solvent evaporated in vacuo. The crude product was purified by column chromatography (silica gel; DCM/7M solution of NH3 in MeOH up to 10% as eluent). The desired frac... Product: N1CCC(CC1)C1=C(C=CC=C1)C(C)(C)O (2-(2-Piperidin-4-ylphenyl)propan-2-ol). Starting materials: OC(C)(C)C1=C(C=CC=C1)C1CCN(CC1)C(=O)OC(C)(C)C (tert-butyl 4-[2-(1-hydroxy-1-methylethyl)phenyl]piperidine-1-carboxylate), [OH-].[K+] (KOH). RXN SMILES: [OH:1][C:2]([C:5]1[CH:10]=[CH:9][CH:8]=[CH:7][C:6]=1[CH:11]1[CH2:16][CH2:15][N:14](C(OC(C)(C)C)=O)[CH2:13][CH2:12]1)([CH3:4])[CH3:3].[OH-].[K+]>C(O)(C)C.O>[NH:14]1[CH2:15][CH2:16][CH:11]([C:6]2[CH:7]=[CH:8][CH:9]=[CH:10][C:5]=2[C:2]([OH:1])([CH3:3])[CH3:4])[CH2:12][CH2:13]1 |f:1.2|. Reported procedure: The title compound was synthesized in analogy to Example 47b), using 6-(cyclopropylmethoxy)-5-(3,3-difluoroazetidin-1-yl)picolinic acid (Example 1 b) and (S)-(4,4-difluoropyrrolidin-2-yl)methanol hydrochloride (CAS 623583-10-8) as starting materials and isolated as colorless oil. MS (EI): m/e=404.5 [MH+]. Reaction SMILES: [CH:1]1([CH2:4][O:5][C:6]2[N:11]=[C:10]([C:12]([OH:14])=O)[CH:9]=[CH:8][C:7]=2[N:15]2[CH2:18][C:17]([F:20])([F:19])[CH2:16]2)[CH2:3][CH2:2]1.Cl.[F:22][C:23]1([F:30])[CH2:27][NH:26][C@H:25]([CH2:28][OH:29])[CH2:24]1>>[CH:1]1([CH2:4][O:5][C:6]2[N:11]=[C:10]([C:12]([N:26]3[CH2:27][C:23]([F:30])([F:22])[CH2:24][C@H:25]3[CH2:28][OH:29])=[O:14])[CH:9]=[CH:8][C:7]=2[N:15]2[CH2:18][C:17]([F:20])([F:19])[CH2:16]2)[CH2:2][CH2:3]1 |f:1.2|. Reactants: C1(CC1)COC1=C(C=CC(=N1)C(=O)O)N1CC(C1)(F)F (6-(cyclopropylmethoxy)-5-(3,3-difluoroazetidin-1-yl)picolinic acid), Cl.FC1(C[C@H](NC1)CO)F ((S)-(4,4-difluoropyrrolidin-2-yl)methanol hydrochloride). Yields the product C1(CC1)COC1=C(C=CC(=N1)C(=O)N1[C@@H](CC(C1)(F)F)CO)N1CC(C1)(F)F ([6-Cyclopropylmethoxy-5-(3,3-difluoro-azetidin-1-yl)-pyridin-2-yl]-((S)-4,4-difluoro-2-hydroxymethyl-pyrrolidin-1-yl)-methanone). The reactants are resultant solution, C([O-])([O-])=O.[K+].[K+] (potassium carbonate), BrCC(=O)OC (methyl bromoacetate), C1=C(C=CC2=CC=CC=C12)CNCCCN1CCOC2=C1C=CC=C2O (4-(3-(2-naphthylmethylamino)propyl)-8-hydroxy-3,4-dihydro-2H-1,4-benzoxazine). Solvent: CN(C)C=O (DMF), C(C)(=O)OCC (ethyl acetate). Reaction conditions: time 16 hour. The product is C1=C(C=CC2=CC=CC=C12)CNCCCN1CCOC2=C1C=CC=C2OCC(=O)OC (Methyl (4-(3-(2-naphthylmethylamino)propyl)-3,4-dihydro-2H-1,4-benzoxazin-8-yloxy)acetate). The yield is 73.0%. Reaction SMILES: [CH:1]1[C:10]2[C:5](=[CH:6][CH:7]=[CH:8][CH:9]=2)[CH:4]=[CH:3][C:2]=1[CH2:11][NH:12][CH2:13][CH2:14][CH2:15][N:16]1[C:21]2[CH:22]=[CH:23][CH:24]=[C:25]([OH:26])[C:20]=2[O:19][CH2:18][CH2:17]1.C(=O)([O-])[O-].[K+].[K+].Br[CH2:34][C:35]([O:37][CH3:38])=[O:36]>CN(C=O)C.C(OCC)(=O)C>[CH:1]1[C:10]2[C:5](=[CH:6][CH:7]=[CH:8][CH:9]=2)[CH:4]=[CH:3][C:2]=1[CH2:11][NH:12][CH2:13][CH2:14][CH2:15][N:16]1[C:21]2[CH:22]=[CH:23][CH:24]=[C:25]([O:26][CH2:34][C:35]([O:37][CH3:38])=[O:36])[C:20]=2[O:19][CH2:18][CH2:17]1 |f:1.2.3|. Reported procedure: (4-(3-(2-naphthylmethylamino)propyl)-8-hydroxy-3,4-dihydro-2H-1,4-benzoxazine (166 mg) was dissolved in DMF (3 ml), and potassium carbonate (63 mg) and methyl bromoacetate (0.045 ml) were added. to the resultant solution at 0° C., followed by stirring at room temperature for 16 hours. The reaction solution was diluted with ethyl acetate, washed with saturated brine, and dried over anhydrous sodium sulfate. The solvent was then distilled off under reduced pressure, and the residue was purified by... Reactants: CO, ClCCl, Cl, CC(NC(CCC(F)(F)F)C(N)=O)c1ccccc1, [OH-], [OH-], O, [Pd+2]. The product is Cl, NC(=O)C(N)CCC(F)(F)F. Reaction SMILES: [CH3:21][OH:22].[Cl:27][CH2:28][Cl:29].[ClH:1].[F:2][C:3]([CH2:4][CH2:5][CH:6]([C:7](=[O:8])[NH2:9])[NH:10][CH:11]([c:12]1[cH:13][cH:14][cH:15][cH:16][cH:17]1)[CH3:18])([F:19])[F:20].[OH-:24].[OH-:26].[OH2:23].[Pd+2:25]>>[ClH:1].[F:2][C:3]([CH2:4][CH2:5][CH:6]([C:7](=[O:8])[NH2:9])[NH2:10])([F:19])[F:20].